From a dataset of the Open Reaction Database (ORD), a public repository of structured organic reaction records. describe an organic reaction: reactants, conditions, products, and yield The reactants are COC(=O)CCC(C(N)=O)N1Cc2c(OCc3ccc(CCl)cc3)cccc2C1=O, CC#N, CCN(C(C)C)C(C)C, ClCCl, CC(=O)N1CCNCC1. The product is COC(=O)CCC(C(N)=O)N1Cc2c(OCc3ccc(CN4CCN(C(C)=O)CC4)cc3)cccc2C1=O. Reaction SMILES: [CH3:1][O:2][C:3]([CH2:4][CH2:5][CH:6]([N:7]1[C:8](=[O:26])[c:9]2[cH:10][cH:11][cH:12][c:13]([O:16][CH2:17][c:18]3[cH:19][cH:20][c:21]([CH2:24][Cl:25])[cH:22][cH:23]3)[c:14]2[CH2:15]1)[C:27]([NH2:28])=[O:29])=[O:30].[CH3:52][C:53]#[N:54].[CH:40]([N:41]([CH2:42][CH3:43])[CH:44]([CH3:45])[CH3:46])([CH3:47])[CH3:48].[Cl:49][CH2:50][Cl:51].[N:31]1([C:37]([CH3:38])=[O:39])[CH2:32][CH2:33][NH:34][CH2:35][CH2:36]1>>[CH3:1][O:2][C:3]([CH2:4][CH2:5][CH:6]([N:7]1[C:8](=[O:26])[c:9]2[cH:10][cH:11][cH:12][c:13]([O:16][CH2:17][c:18]3[cH:19][cH:20][c:21]([CH2:24][N:34]4[CH2:33][CH2:32][N:31]([C:37]([CH3:38])=[O:39])[CH2:36][CH2:35]4)[cH:22][cH:23]3)[c:14]2[CH2:15]1)[C:27]([NH2:28])=[O:29])=[O:30].